This data is from the Open Reaction Database (ORD), a public repository of structured organic reaction records. The task is: describe an organic reaction: reactants, conditions, products, and yield Starting materials: FC=1C=CC=C2C(N(C(=NC12)N1CCN(CC1)C1=CC(=CC=C1)OC)C1=C(C=CC(=C1)C(F)(F)F)OC)CC(=O)OC (Methyl {8-fluoro-2-[4-(3-methoxyphenyl)piperazin-1-yl]-3-[2-methoxy-5-(trifluoromethyl)-phenyl]-3,4-dihydroquinazolin-4-yl}acetate), [OH-].[Na+] (sodium hydroxide). Run in O1CCOCC1 (1,4-dioxane). Yields the product FC=1C=CC=C2C(N(C(=NC12)N1CCN(CC1)C1=CC(=CC=C1)OC)C1=C(C=CC(=C1)C(F)(F)F)OC)CC(=O)O ((±)-{8-fluoro-2-[4-(3-methoxyphenyl)piperazin-1-yl]-3-(2-methoxy-5-trifluoromethylphenyl)-3,4-dihydroquinazolin-4-yl}acetic acid). The yield is 102.4%. Reaction SMILES: [F:1][C:2]1[CH:3]=[CH:4][CH:5]=[C:6]2[C:11]=1[N:10]=[C:9]([N:12]1[CH2:17][CH2:16][N:15]([C:18]3[CH:23]=[CH:22][CH:21]=[C:20]([O:24][CH3:25])[CH:19]=3)[CH2:14][CH2:13]1)[N:8]([C:26]1[CH:31]=[C:30]([C:32]([F:35])([F:34])[F:33])[CH:29]=[CH:28][C:27]=1[O:36][CH3:37])[CH:7]2[CH2:38][C:39]([O:41]C)=[O:40].[OH-].[Na+]>O1CCOCC1>[F:1][C:2]1[CH:3]=[CH:4][CH:5]=[C:6]2[C:11]=1[N:10]=[C:9]([N:12]1[CH2:13][CH2:14][N:15]([C:18]3[CH:23]=[CH:22][CH:21]=[C:20]([O:24][CH3:25])[CH:19]=3)[CH2:16][CH2:17]1)[N:8]([C:26]1[CH:31]=[C:30]([C:32]([F:35])([F:34])[F:33])[CH:29]=[CH:28][C:27]=1[O:36][CH3:37])[CH:7]2[CH2:38][C:39]([OH:41])=[O:40] |f:1.2|. Reported procedure: Methyl {8-fluoro-2-[4-(3-methoxyphenyl)piperazin-1-yl]-3-[2-methoxy-5-(trifluoromethyl)-phenyl]-3,4-dihydroquinazolin-4-yl}acetate (64 g) is dissolved in 1,4-dioxane (450 ml) and 1N sodium hydroxide solution (325 ml) and stirred at room temperature for 2 h, then some of the solvent is distilled off at 30° C. in vacuo (400 ml). Subsequently, toluene (300 ml) is added and the phases are separated. The aqueous phase is washed with toluene (twice 150 ml), then the combined organic phases are extract...